This data is from the Open Reaction Database (ORD), a public repository of structured organic reaction records. The task is: describe an organic reaction: reactants, conditions, products, and yield Starting materials: Cc1ccccc1, Nc1ccc(Oc2ccc(Cl)cc2)c(Cl)c1, O=C=NC(=O)c1c(F)cccc1F. Yields the product O=C(NC(=O)c1c(F)cccc1F)Nc1ccc(Oc2ccc(Cl)cc2)c(Cl)c1. As a reaction SMILES: [CH3:30][c:31]1[cH:32][cH:33][cH:34][cH:35][cH:36]1.[Cl:1][c:2]1[cH:3][c:4]([NH2:5])[cH:6][cH:7][c:8]1[O:9][c:10]1[cH:11][cH:12][c:13]([Cl:16])[cH:14][cH:15]1.[F:17][c:18]1[c:19]([C:20](=[O:21])[N:22]=[C:23]=[O:24])[c:25]([F:29])[cH:26][cH:27][cH:28]1>>[Cl:1][c:2]1[cH:3][c:4]([NH:5][C:23]([NH:22][C:20]([c:19]2[c:18]([F:17])[cH:28][cH:27][cH:26][c:25]2[F:29])=[O:21])=[O:24])[cH:6][cH:7][c:8]1[O:9][c:10]1[cH:11][cH:12][c:13]([Cl:16])[cH:14][cH:15]1.